This data is from the Open Reaction Database (ORD), a public repository of structured organic reaction records. The task is: describe an organic reaction: reactants, conditions, products, and yield Reactants: FC(COC1=C(C=CC(=C1)NC(=O)OC(C)(C)C)CC(=O)N1CCC(CC1)N1C(OCC2=C1C=CC=C2)=O)(F)F (1-(1-(2-(2,2,2-trifluoroethoxy)-4-(tert-butyloxycarbonylamino)phenylacetyl)piperidin-4-yl)-4H-3,1-benzoxazin-2(1H)-one), Cl (HCl). Run in CCOC(=O)C (EtOAc). Conditions: temperature 0 celsius, time 45 minute. Product: hydrochloride salt, FC(COC1=C(C=CC(=C1)N)CC(=O)N1CCC(CC1)N1C(OCC2=C1C=CC=C2)=O)(F)F (1-(1-(2-(2,2,2-trifluoroethoxy)-4-aminophenylacetyl)piperidin-4-yl)-4H-3,1-benzoxazin-2(1H)-one). As a reaction SMILES: [F:1][C:2]([F:40])([F:39])[CH2:3][O:4][C:5]1[CH:10]=[C:9]([NH:11]C(OC(C)(C)C)=O)[CH:8]=[CH:7][C:6]=1[CH2:19][C:20]([N:22]1[CH2:27][CH2:26][CH:25]([N:28]2[C:33]3[CH:34]=[CH:35][CH:36]=[CH:37][C:32]=3[CH2:31][O:30][C:29]2=[O:38])[CH2:24][CH2:23]1)=[O:21].Cl>CCOC(C)=O>[F:40][C:2]([F:1])([F:39])[CH2:3][O:4][C:5]1[CH:10]=[C:9]([NH2:11])[CH:8]=[CH:7][C:6]=1[CH2:19][C:20]([N:22]1[CH2:27][CH2:26][CH:25]([N:28]2[C:33]3[CH:34]=[CH:35][CH:36]=[CH:37][C:32]=3[CH2:31][O:30][C:29]2=[O:38])[CH2:24][CH2:23]1)=[O:21]. Reported procedure: Into a stirred solution of 1-(1-(2-(2,2,2-trifluoroethoxy)-4-(tert-butyloxycarbonylamino)phenylacetyl)piperidin-4-yl)-4H-3,1-benzoxazin-2(1H)-one (0.23 g, 0.41 mmol) from Step 10 above in EtOAc (75 mL) at 0° C. was bubbled HCl gas for 15 min. The resulting suspension was stirred at 0° C. for 45 min. Excess HCl was removed by bubbling argon though the mixture for 15 min. Ether (75 mL) was added and the cold suspension was filtered. The solids were washed with additional ether and dried under redu... The reactants are Cc1ccccc1, CC1(C)C(C=C(Cl)C(F)(F)F)C1C(=O)Cl, OC1Cc2cccc(-c3ccccc3)c2C1, c1ccncc1. The product is CC1(C)C(C=C(Cl)C(F)(F)F)C1C(=O)OC1Cc2cccc(-c3ccccc3)c2C1. Reaction SMILES: [CH3:38][c:39]1[cH:40][cH:41][cH:42][cH:43][cH:44]1.[Cl:17][C:18](=[CH:19][CH:20]1[C:21]([CH3:26])([CH3:27])[CH:22]1[C:23](=[O:24])[Cl:25])[C:28]([F:29])([F:30])[F:31].[c:1]1(-[c:7]2[c:8]3[c:12]([cH:13][cH:14][cH:15]2)[CH2:11][CH:10]([OH:16])[CH2:9]3)[cH:2][cH:3][cH:4][cH:5][cH:6]1.[cH:32]1[cH:33][cH:34][n:35][cH:36][cH:37]1>>[c:1]1(-[c:7]2[c:8]3[c:12]([cH:13][cH:14][cH:15]2)[CH2:11][CH:10]([O:16][C:23]([CH:22]2[CH:20]([CH:19]=[C:18]([Cl:17])[C:28]([F:29])([F:30])[F:31])[C:21]2([CH3:26])[CH3:27])=[O:24])[CH2:9]3)[cH:2][cH:3][cH:4][cH:5][cH:6]1.